describe an organic reaction: reactants, conditions, products, and yield From a dataset of the Open Reaction Database (ORD), a public repository of structured organic reaction records. Starting materials: OCC1NCCNC1 (2-hydroxymethylpiperazine), ClC1=C(C=C2C(C(=CN(C2=C1)CC)C(=O)O)=O)F (7-chloro-1-ethyl-6-fluoro-1,4-dihydro-4-oxo-3-quinolinecarboxylic acid). The solvent is N1=CC=CC=C1 (pyridine). Reaction conditions: temperature 130 celsius. The product is Cl.C(C)N1C=C(C(C2=CC(=C(C=C12)N1CC(NCC1)CO)F)=O)C(=O)O (1-Ethyl-6-fluoro-1,4-dihydro-7[3-(hydroxymethyl)-1-piperazinyl]-4-oxo-3-quinolinecarboxylic acid, hydrochloride). RXN SMILES: [OH:1][CH2:2][CH:3]1[CH2:8][NH:7][CH2:6][CH2:5][NH:4]1.[Cl:9][C:10]1[CH:19]=[C:18]2[C:13]([C:14](=[O:25])[C:15]([C:22]([OH:24])=[O:23])=[CH:16][N:17]2[CH2:20][CH3:21])=[CH:12][C:11]=1[F:26]>N1C=CC=CC=1>[ClH:9].[CH2:20]([N:17]1[C:18]2[C:13](=[CH:12][C:11]([F:26])=[C:10]([N:7]3[CH2:6][CH2:5][NH:4][CH:3]([CH2:2][OH:1])[CH2:8]3)[CH:19]=2)[C:14](=[O:25])[C:15]([C:22]([OH:24])=[O:23])=[CH:16]1)[CH3:21] |f:3.4|. Reported procedure: A mixture of 2 g of 2-hydroxymethylpiperazine, 1 g of 7-chloro-1-ethyl-6-fluoro-1,4-dihydro-4-oxo-3-quinolinecarboxylic acid and 8 ml of pyridine was heated at 130° C. in a sealed bottle, under argon, overnight. The solvent was removed and the residue adsorbed onto silica gel, then added to a column of flash grade silica gel. The column was eluted with methanol:water (95:5). The product fraction was collected, dissolved in methanoldichloromethane and converted to the hydrochloride salt, mp>275° ...